Dataset: the Open Reaction Database (ORD), a public repository of structured organic reaction records. Task: describe an organic reaction: reactants, conditions, products, and yield The reactants are CC(=O)c1ccc2c(c1)CCN(C(=O)OC(C)(C)C)CC2, Cl, NO, c1ccncc1. Product: CC(=NO)c1ccc2c(c1)CCN(C(=O)OC(C)(C)C)CC2. RXN SMILES: [C:1]([CH3:2])(=[O:3])[c:4]1[cH:5][c:6]2[c:7]([cH:20][cH:21]1)[CH2:8][CH2:9][N:10]([C:13](=[O:14])[O:15][C:16]([CH3:17])([CH3:18])[CH3:19])[CH2:11][CH2:12]2.[ClH:22].[NH2:23][OH:24].[cH:25]1[cH:26][cH:27][n:28][cH:29][cH:30]1>>[C:1]([CH3:2])([c:4]1[cH:5][c:6]2[c:7]([cH:20][cH:21]1)[CH2:8][CH2:9][N:10]([C:13](=[O:14])[O:15][C:16]([CH3:17])([CH3:18])[CH3:19])[CH2:11][CH2:12]2)=[N:23][OH:24].